This data is from the Open Reaction Database (ORD), a public repository of structured organic reaction records. The task is: describe an organic reaction: reactants, conditions, products, and yield The reactants are COC(=O)Cc1cccc(NC(=O)NCC(=O)N2C(C(=O)OC(C)(C)C)CSC2c2cccc(F)c2F)c1, CO, [K+], [Na+], [OH-], [OH-], O. Product: CC(C)(C)OC(=O)C1CSC(c2cccc(F)c2F)N1C(=O)CNC(=O)Nc1cccc(CC(=O)O)c1. RXN SMILES: [C:1]([CH3:2])([CH3:3])([CH3:4])[O:5][C:6](=[O:7])[CH:8]1[N:9]([C:21]([CH2:22][NH:23][C:24]([NH:25][c:26]2[cH:27][c:28]([CH2:32][C:33](=[O:34])[O:35][CH3:36])[cH:29][cH:30][cH:31]2)=[O:37])=[O:38])[CH:10]([c:13]2[c:14]([F:20])[c:15]([F:19])[cH:16][cH:17][cH:18]2)[S:11][CH2:12]1.[CH3:41][OH:42].[K+:40].[Na+:45].[OH-:39].[OH-:44].[OH2:43]>>[C:1]([CH3:2])([CH3:3])([CH3:4])[O:5][C:6](=[O:7])[CH:8]1[N:9]([C:21]([CH2:22][NH:23][C:24]([NH:25][c:26]2[cH:27][c:28]([CH2:32][C:33](=[O:34])[OH:35])[cH:29][cH:30][cH:31]2)=[O:37])=[O:38])[CH:10]([c:13]2[c:14]([F:20])[c:15]([F:19])[cH:16][cH:17][cH:18]2)[S:11][CH2:12]1. The reactants are O=C1CCC(=O)N1Br, O=C(OOC(=O)c1ccccc1)c1ccccc1, ClC(Cl)(Cl)Cl, CS(=O)(=O)c1ccc(C(=CC2CCCC2)C(=O)Nc2nccs2)cc1. Product: CS(=O)(=O)c1ccc(C(=CC2CCCC2)C(=O)Nc2ncc(Br)s2)cc1. As a reaction SMILES: [Br:26][N:27]1[C:28](=[O:29])[CH2:30][CH2:31][C:32]1=[O:33].[C:34]([O:35][O:36][C:37](=[O:38])[c:39]1[cH:40][cH:41][cH:42][cH:43][cH:44]1)(=[O:45])[c:46]1[cH:47][cH:48][cH:49][cH:50][cH:51]1.[C:52]([Cl:53])([Cl:54])([Cl:55])[Cl:56].[CH:1]1([CH:6]=[C:7]([C:8](=[O:9])[NH:10][c:11]2[s:12][cH:13][cH:14][n:15]2)[c:16]2[cH:17][cH:18][c:19]([S:22](=[O:23])(=[O:24])[CH3:25])[cH:20][cH:21]2)[CH2:2][CH2:3][CH2:4][CH2:5]1>>[CH:1]1([CH:6]=[C:7]([C:8](=[O:9])[NH:10][c:11]2[s:12][c:13]([Br:26])[cH:14][n:15]2)[c:16]2[cH:17][cH:18][c:19]([S:22](=[O:23])(=[O:24])[CH3:25])[cH:20][cH:21]2)[CH2:2][CH2:3][CH2:4][CH2:5]1.